From a dataset of the Open Reaction Database (ORD), a public repository of structured organic reaction records. describe an organic reaction: reactants, conditions, products, and yield The reactants are C(OC(COC([C@@H](NC(=O)OC(C)(C)C)C(C)C)=O)COC([C@@H](NC(=O)OC(C)(C)C)C(C)C)=O)(OC(C)I)=O (1,3-bis(N-tert-butoxycarbonyl-L-valyloxy)-2-propyl 1-iodoethyl carbonate), CC(=O)OCC1=C(N2[C@@H]([C@@H](C2=O)NC(=O)/C(=N\OC)/C3=CSC(=N3)N)SC1)C(=O)[O-].[Na+] (cefotaxime sodium). The solvent is CN(C)C=O (N,N′-dimethylformamide). The product is C(C)(=O)OCC=1CS[C@H]2N(C1C(=O)OC(C)OC(=O)OC(COC([C@@H](NC(=O)OC(C)(C)C)C(C)C)=O)COC([C@@H](NC(=O)OC(C)(C)C)C(C)C)=O)C([C@H]2NC(\C(=N/OC)\C=2N=C(SC2)N)=O)=O (1-[(1,3-bis(N-tert-butoxycarbonyl-L-valyloxy)-2-propoxy)carbonyloxy]ethyl (7R)-3-acetoxymethyl-7-[(Z)-2-(2-aminothiazol-4-yl)-2-(methoxyimino)acetamido]-3-cephem-4-carboxylate). Reaction SMILES: [C:1](=[O:40])([O:36][CH:37](I)[CH3:38])[O:2][CH:3]([CH2:20][O:21][C:22](=[O:35])[C@H:23]([CH:32]([CH3:34])[CH3:33])[NH:24][C:25]([O:27][C:28]([CH3:31])([CH3:30])[CH3:29])=[O:26])[CH2:4][O:5][C:6](=[O:19])[C@H:7]([CH:16]([CH3:18])[CH3:17])[NH:8][C:9]([O:11][C:12]([CH3:15])([CH3:14])[CH3:13])=[O:10].[CH3:41][C:42]([O:44][CH2:45][C:46]1[CH2:67][S:66][C@@H:49]2[C@H:50]([NH:53][C:54](/[C:56](/[C:60]3[N:64]=[C:63]([NH2:65])[S:62][CH:61]=3)=[N:57]\[O:58][CH3:59])=[O:55])[C:51](=[O:52])[N:48]2[C:47]=1[C:68]([O-:70])=[O:69])=[O:43].[Na+]>CN(C=O)C>[C:42]([O:44][CH2:45][C:46]1[CH2:67][S:66][C@@H:49]2[C@H:50]([NH:53][C:54](=[O:55])/[C:56](/[C:60]3[N:64]=[C:63]([NH2:65])[S:62][CH:61]=3)=[N:57]\[O:58][CH3:59])[C:51](=[O:52])[N:48]2[C:47]=1[C:68]([O:70][CH:37]([O:36][C:1]([O:2][CH:3]([CH2:20][O:21][C:22](=[O:35])[C@H:23]([CH:32]([CH3:34])[CH3:33])[NH:24][C:25]([O:27][C:28]([CH3:31])([CH3:30])[CH3:29])=[O:26])[CH2:4][O:5][C:6](=[O:19])[C@H:7]([CH:16]([CH3:18])[CH3:17])[NH:8][C:9]([O:11][C:12]([CH3:15])([CH3:14])[CH3:13])=[O:10])=[O:40])[CH3:38])=[O:69])(=[O:43])[CH3:41] |f:1.2|. Procedure: A solution of 1,3-bis(N-tert-butoxycarbonyl-L-valyloxy)-2-propyl 1-iodoethyl carbonate (0.156 mmol) and cefotaxime sodium (67.8 mg, 0.142 mmol) in 3.2 mL dry N,N′-dimethylformamide was stirred under argon for 22 h. The reaction mixture was concentrated and subjected to column chromatography (silica, 2/1 petroleum ether-ethyl acetate, and then 20/1 CH2Cl2-methanol) to yield an oil enriched in the desired product. The oil was dissolved in 10 mL ethyl acetate, washed with water, dried, and concentr...